Dataset: the Open Reaction Database (ORD), a public repository of structured organic reaction records. Task: describe an organic reaction: reactants, conditions, products, and yield The reactants are O=C(CBr)c1nccs1, CC#N, c1c[nH]cn1. Product: O=C(Cn1ccnc1)c1nccs1. As a reaction SMILES: [Br:1][CH2:2][C:3](=[O:4])[c:5]1[s:6][cH:7][cH:8][n:9]1.[CH3:15][C:16]#[N:17].[nH:10]1[cH:11][n:12][cH:13][cH:14]1>>[CH2:2]([C:3](=[O:4])[c:5]1[s:6][cH:7][cH:8][n:9]1)[n:10]1[cH:11][n:12][cH:13][cH:14]1. The reactants are BrCC1CCc2cc(OCc3ccccc3)ccc2O1, OC1(Cc2ccccc2)CCNCC1, Cc1ccccc1. Product: OC1(Cc2ccccc2)CCN(CC2CCc3cc(OCc4ccccc4)ccc3O2)CC1. RXN SMILES: [CH2:1]([c:2]1[cH:3][cH:4][cH:5][cH:6][cH:7]1)[O:8][c:9]1[cH:10][c:11]2[c:16]([cH:17][cH:18]1)[O:15][CH:14]([CH2:19][Br:20])[CH2:13][CH2:12]2.[CH2:21]([c:22]1[cH:23][cH:24][cH:25][cH:26][cH:27]1)[C:28]1([OH:34])[CH2:29][CH2:30][NH:31][CH2:32][CH2:33]1.[CH3:35][c:36]1[cH:37][cH:38][cH:39][cH:40][cH:41]1>>[CH2:1]([c:2]1[cH:3][cH:4][cH:5][cH:6][cH:7]1)[O:8][c:9]1[cH:10][c:11]2[c:16]([cH:17][cH:18]1)[O:15][CH:14]([CH2:19][N:31]1[CH2:30][CH2:29][C:28]([CH2:21][c:22]3[cH:23][cH:24][cH:25][cH:26][cH:27]3)([OH:34])[CH2:33][CH2:32]1)[CH2:13][CH2:12]2. Starting materials: C(C#C)O (propargyl alcohol), C(C#CCCCCCCCCC)O (2-dodecyn-1-ol). The solvent is CCOCC (ether), COCCO[AlH2-]OCCOC.[Na+] (Red-Al), CCOCC (ether). The product is C(\C=C\CCCCCCCCC)O (trans-2-Dodecen-1-ol), clear oil. As a reaction SMILES: C(O)C#C.[CH2:5]([OH:17])[C:6]#[C:7][CH2:8][CH2:9][CH2:10][CH2:11][CH2:12][CH2:13][CH2:14][CH2:15][CH3:16]>CCOCC.COCCO[AlH2-]OCCOC.[Na+]>[CH2:5]([OH:17])/[CH:6]=[CH:7]/[CH2:8][CH2:9][CH2:10][CH2:11][CH2:12][CH2:13][CH2:14][CH2:15][CH3:16] |f:3.4|. Procedure: trans-2-Dodecen-1-ol was prepared by reduction of the propargyl alcohol by the method described by Jones and Denmark (Org. Syn., 1985, 64, 182-8) using 6.0 g (33 mmole) of 2-dodecyn-1-ol in 25 ml of ether and 16.2 ml of Red-Al in 30 ml of ether. Kugelrohr distillation afforded 5.73 g of a clear oil. 1H NMR δ5.66 (m, 2), 4.07 (d, 2, J=4 Hz), 2.03 (dd, 2, J=6, 13 Hz), 1.62 (br, 1), 1.4-1.2 (m, 14), 0.88 (t, 3, J=7 Hz). Reactants: [Al+3], CN(C)CC#Cc1cnc2[nH]ccc2c1, [Cl-], [Cl-], [Cl-], ClCCl, O=C(Cl)Cc1cccc(F)c1F. The product is CN(C)CC#Cc1cnc2[nH]cc(C(=O)Cc3cccc(F)c3F)c2c1. RXN SMILES: [Al+3:17].[CH3:1][N:2]([CH2:3][C:4]#[C:5][c:6]1[cH:7][c:8]2[c:9]([n:10][cH:11]1)[nH:12][cH:13][cH:14]2)[CH3:15].[Cl-:16].[Cl-:18].[Cl-:19].[Cl:32][CH2:33][Cl:34].[F:20][c:21]1[c:22]([CH2:28][C:29](=[O:30])[Cl:31])[cH:23][cH:24][cH:25][c:26]1[F:27]>>[CH3:1][N:2]([CH2:3][C:4]#[C:5][c:6]1[cH:7][c:8]2[c:9]([n:10][cH:11]1)[nH:12][cH:13][c:14]2[C:29]([CH2:28][c:22]1[c:21]([F:20])[c:26]([F:27])[cH:25][cH:24][cH:23]1)=[O:30])[CH3:15]. Starting materials: CC1(OC[C@@H](O1)CONC(=O)C1=C(C=2C(=CN=CC2)S1)NC1=C(C=C(C=C1)Br)F)C (3-(4-bromo-2-fluoro-phenylamino)-thieno[2,3-c]pyridine -2-carboxylic acid ((R)-2,2-dimethyl-[1,3]dioxolan-4-ylmethoxy)-amide). The reagents and catalysts are Cl (HCl). Run in CO (methanol). Yields the product O[C@@H](CONC(=O)C1=C(C=2C(=CN=CC2)S1)NC1=C(C=C(C=C1)Br)F)CO (3-(4-Bromo-2-fluoro-phenylamino)-thieno[2,3-c]pyridine-2-carboxylic acid ((R)-2,3-dihydroxy-propoxy)-amide). Yield: 27.4%. RXN SMILES: CC1(C)[O:6][C@@H:5]([CH2:7][O:8][NH:9][C:10]([C:12]2[S:20][C:15]3=[CH:16][N:17]=[CH:18][CH:19]=[C:14]3[C:13]=2[NH:21][C:22]2[CH:27]=[CH:26][C:25]([Br:28])=[CH:24][C:23]=2[F:29])=[O:11])[CH2:4][O:3]1>Cl.CO>[OH:6][C@H:5]([CH2:4][OH:3])[CH2:7][O:8][NH:9][C:10]([C:12]1[S:20][C:15]2=[CH:16][N:17]=[CH:18][CH:19]=[C:14]2[C:13]=1[NH:21][C:22]1[CH:27]=[CH:26][C:25]([Br:28])=[CH:24][C:23]=1[F:29])=[O:11]. Procedure: A solution 3-(4-bromo-2-fluoro-phenylamino)-thieno[2,3-c]pyridine -2-carboxylic acid ((R)-2,2-dimethyl-[1,3]dioxolan-4-ylmethoxy)-amide (61 mg, 0.12 mmol) and 1 drop of concentrated HCl in methanol (2 ml) was stirred at ambient temperature for 2 hours. The solvent was evaporated in vacuo and the resultant residue partitioned between dichloromethane (20 ml), water (10 ml) and saturated NaHCO3 solution (3 ml). The organic phase was dried over sodium sulfate and concentrated in vacuo to afford a ye... The reactants are CC(C)(C)OC(NCCCN)=O ((3-aminopropyl)carbamic acid 1,1-dimethylethyl ester), C([O-])([O-])=O.[Na+].[Na+] (sodium carbonate), BrCC#N (bromoacetonitrile). Solvent: C(C)O (ethanol), C(C)O (ethanol). Conditions: time 8 hour. Yields the product CC(C)(C)OC(NCCCNCC#N)=O ([3-(cyanomethylamino)propyl]carbamic acid 1,1-dimethylethyl ester). Yield: 55.0%. Reaction SMILES: [CH3:1][C:2]([O:5][C:6](=[O:12])[NH:7][CH2:8][CH2:9][CH2:10][NH2:11])([CH3:4])[CH3:3].C(=O)([O-])[O-].[Na+].[Na+].Br[CH2:20][C:21]#[N:22]>C(O)C>[CH3:4][C:2]([O:5][C:6](=[O:12])[NH:7][CH2:8][CH2:9][CH2:10][NH:11][CH2:20][C:21]#[N:22])([CH3:1])[CH3:3] |f:1.2.3|. Procedure details: A solution of (3-aminopropyl)carbamic acid 1,1-dimethylethyl ester (6.00 g, 34 mmol), prepared by the method of Saari et al., J. Med. Chem., 33, 97 (1990), in absolute ethanol (90 mL) was treated with sodium carbonate (3.96 g, 37 mmol) followed by a solution of bromoacetonitrile (2.6 mL, 37 mmol) in ethanol (30 mL) over 45 min. After stirring at room temperature overnight, the contents of the flask were filtered, preadsorbed onto silica gel, and purified by flash chromatography (7 cm diameter, e... Reaction SMILES: [C:1]([c:2]1[cH:3][cH:4][cH:5][cH:6][cH:7]1)(=[O:8])[n:9]1[c:10]2[cH:11][cH:12][cH:13][cH:14][c:15]2[c:16]2[c:21]1[CH2:20][CH2:19][CH2:18][CH:17]2[C:22](=[O:23])[O:24][CH2:25][c:26]1[cH:27][cH:28][cH:29][cH:30][cH:31]1.[CH2:32]([OH:33])[CH3:34]>>[C:1]([c:2]1[cH:3][cH:4][cH:5][cH:6][cH:7]1)(=[O:8])[n:9]1[c:10]2[cH:11][cH:12][cH:13][cH:14][c:15]2[c:16]2[c:21]1[CH2:20][CH2:19][CH2:18][CH:17]2[C:22](=[O:23])[OH:24]. The reactants are O=C(OCc1ccccc1)C1CCCc2c1c1ccccc1n2C(=O)c1ccccc1, CCO. Product: O=C(O)C1CCCc2c1c1ccccc1n2C(=O)c1ccccc1. Reactants: CC(C)=O, O=[N+]([O-])c1ccccc1F, CCOC(=O)c1cc(F)ccc1S, [K+], [K+], O=C([O-])[O-]. The product is CCOC(=O)c1cc(F)ccc1Sc1ccccc1[N+](=O)[O-]. RXN SMILES: [CH3:30][C:31](=[O:32])[CH3:33].[F:14][c:15]1[c:16]([N+:21](=[O:22])[O-:23])[cH:17][cH:18][cH:19][cH:20]1.[F:1][c:2]1[cH:3][cH:4][c:5]([SH:13])[c:6]([C:7](=[O:8])[O:9][CH2:10][CH3:11])[cH:12]1.[K+:24].[K+:25].[O-:26][C:27]([O-:28])=[O:29]>>[F:1][c:2]1[cH:3][cH:4][c:5]([S:13][c:15]2[c:16]([N+:21](=[O:22])[O-:23])[cH:17][cH:18][cH:19][cH:20]2)[c:6]([C:7](=[O:8])[O:9][CH2:10][CH3:11])[cH:12]1. The solvent is C(C)OCC (diethyl ether), C(C)OCC (diethyl ether). The product is BrC1=C(C=CC=C1)NC(=O)N[C@H]1CN(CC1)C1=NC=C(C=C1)C(F)(F)F (N-(2-Bromophenyl)-N′-[((R)-1-(5-trifluoromethyl-2-pyridyl)pyrrolidin-3-yl)]urea). Reaction conditions: time 18 hour. Reaction SMILES: [Br:1][C:2]1[CH:7]=[CH:6][CH:5]=[CH:4][C:3]=1[N:8]=[C:9]=[O:10].[F:11][C:12]([F:26])([F:25])[C:13]1[CH:14]=[CH:15][C:16]([N:19]2[CH2:23][CH2:22][C@@H:21]([NH2:24])[CH2:20]2)=[N:17][CH:18]=1>C(OCC)C>[Br:1][C:2]1[CH:7]=[CH:6][CH:5]=[CH:4][C:3]=1[NH:8][C:9]([NH:24][C@@H:21]1[CH2:22][CH2:23][N:19]([C:16]2[CH:15]=[CH:14][C:13]([C:12]([F:26])([F:25])[F:11])=[CH:18][N:17]=2)[CH2:20]1)=[O:10]. Reactants: BrC1=C(C=CC=C1)N=C=O (2-bromophenyl isocyanate), FC(C=1C=CC(=NC1)N1C[C@@H](CC1)N)(F)F ((R)-1-(5-Trifluoromethylpyridin-2-yl)-pyrrolidin-3-ylamine). Reported procedure: A solution of 2-bromophenyl isocyanate (Aldrich Chemical Company) (27.4 ml, 0.222 mol) in dry diethyl ether (65 ml) was added dropwise over 0.5 h to an efficiently stirred solution of D2 (51.4 g, 0.222 mol) in dry diethyl ether (0.8 L) under argon at ambient temperature. After stirring for 18 h, a white precipitate was filtered off and washed with dry diethyl ether (2×150 ml). The solid was crushed to a fine powder and then re-stirred with diethyl ether (470 ml) for 4 h at ambient temperature. T... Reactants: [H-].[Na+] (NaH), OCCN1C(OCC1)=O (3-(2-hydroxyethyl)oxazolidin-2-one), O (water), BrCCCCCCCC (1-bromooctane). Solvent: C1CCOC1 (THF), CN(C)C=O (DMF). Yields the product C(CCCCCCC)OCCN1C(OCC1)=O (3-(2-octyloxyethyl)oxazolidin-2-one). Yield: 79.6%. As a reaction SMILES: [H-].[Na+].[OH:3][CH2:4][CH2:5][N:6]1[CH2:10][CH2:9][O:8][C:7]1=[O:11].Br[CH2:13][CH2:14][CH2:15][CH2:16][CH2:17][CH2:18][CH2:19][CH3:20].O>C1COCC1.CN(C=O)C>[CH2:13]([O:3][CH2:4][CH2:5][N:6]1[CH2:10][CH2:9][O:8][C:7]1=[O:11])[CH2:14][CH2:15][CH2:16][CH2:17][CH2:18][CH2:19][CH3:20] |f:0.1|. Procedure details: To 5.12 g of 60% NaH in 130 ml of THF and 30 ml of DMF was added 12.9 of 3-(2-hydroxyethyl)oxazolidin-2-one and the contents were refluxed for 2 hours. 17 g of 1-bromooctane was added and the reaction mixture was refluxed overnight. It was cooled, poured into water and extracted with ether. The combined organic extracts were dried, concentrated and the residue Was kugelrohr distilled (150°-155° C./0.5 mm) to give 16.87 g (79.6%) of an oil.